Dataset: the Open Reaction Database (ORD), a public repository of structured organic reaction records. Task: describe an organic reaction: reactants, conditions, products, and yield Reactants: CC1(C(C(CC1)(C)C)=O)C (2,2,5,5-tetramethylcyclopentanone), [BH4-].[Na+] (sodium borohydride). Run in CO (methanol), O (water). Run at temperature 70 celsius, time 15 hour. The product is CC1(C(C(CC1)(C)C)O)C (2,2,5,5-tetramethylcyclopentanol). Isolated yield 77.7%. RXN SMILES: [CH3:1][C:2]1([CH3:10])[CH2:6][CH2:5][C:4]([CH3:8])([CH3:7])[C:3]1=[O:9].[BH4-].[Na+]>CO.O>[CH3:1][C:2]1([CH3:10])[CH2:6][CH2:5][C:4]([CH3:8])([CH3:7])[CH:3]1[OH:9] |f:1.2|. Procedure: 54.9 g of 2,2,5,5-tetramethylcyclopentanone was dissolved in a solvent mixture of 95 ml of methanol and 95 ml of water, and 24.0 g of sodium borohydride was added thereto. The mixture was stirred at 70° C. for 15 hours. The reaction solution was concentrated under reduced pressure, and 100 ml of water was added thereto. The mixture was twice extracted with 100 ml of chloroform, and the organic layers were combined and washed with 100 ml of an aqueous saturated sodium chloride solution. Then, the...